This data is from the Open Reaction Database (ORD), a public repository of structured organic reaction records. The task is: describe an organic reaction: reactants, conditions, products, and yield Reactants: C(C1=CC=CC=C1)C=1C=CC(=NC1)C(=O)OC (methyl 5-benzylpicolinate), S(O)(O)(=O)=O (sulfuric acid), ice water, C([O-])([O-])=O.[Na+].[Na+] (sodium carbonate), S(O)(O)(=O)=O (sulfuric acid), [N+](=O)([O-])[O-].[Na+] (sodium nitrate). Reaction conditions: time 3 hour. Yields the product [N+](=O)([O-])C1=CC=C(CC=2C=CC(=NC2)C(=O)OC)C=C1 (methyl 5-(4-nitrobenzyl)picolinate). Reaction SMILES: [CH2:1]([C:8]1[CH:9]=[CH:10][C:11]([C:14]([O:16][CH3:17])=[O:15])=[N:12][CH:13]=1)[C:2]1[CH:7]=[CH:6][CH:5]=[CH:4][CH:3]=1.S(=O)(=O)(O)O.[N+:23]([O-])([O-:25])=[O:24].[Na+].C(=O)([O-])[O-].[Na+].[Na+]>>[N+:23]([C:5]1[CH:4]=[CH:3][C:2]([CH2:1][C:8]2[CH:9]=[CH:10][C:11]([C:14]([O:16][CH3:17])=[O:15])=[N:12][CH:13]=2)=[CH:7][CH:6]=1)([O-:25])=[O:24] |f:2.3,4.5.6|. Reported procedure: 6.0 Grams of methyl 5-benzylpicolinate were dissolved in 20 ml. of concentrated sulfuric acid at room temperature. A solution of 2.7 g of sodium nitrate in 20 ml. of concentrated sulfuric acid was added dropwise thereto under cooling to keep internal temperature at 5° C. After three hours, the reaction solution was poured into ice-water and neutralized with sodium carbonate. After extraction with ethyl acetate, washing with water and drying, the solvent was distilled out. The residue was recryst... The reactants are BrCCCC1=CC=CC=C1 ((3-bromopropyl)benzene), BrC=1C=CC(=C(C(=O)O)C1)Cl (5-bromo-2-chlorobenzoic acid), C(C(=O)Cl)(=O)Cl (oxalyl chloride), [Al+3].[Cl-].[Cl-].[Cl-] (AlCl3). Solvent: ClCCl (dichloromethane), CN(C)C=O (DMF), C(Cl)Cl (CH2Cl2). Conditions: time 8 hour. The product is BrC=1C=CC(=C(C1)C(=O)C1=CC=C(C=C1)CCCBr)Cl ((5-bromo-2-chlorophenyl)(4-(3-bromopropyl)phenyl)methanone). Reaction SMILES: [Br:1][C:2]1[CH:3]=[CH:4][C:5]([Cl:11])=[C:6]([CH:10]=1)[C:7]([OH:9])=O.C(Cl)(=O)C(Cl)=O.[Al+3].[Cl-].[Cl-].[Cl-].[Br:22][CH2:23][CH2:24][CH2:25][C:26]1[CH:31]=[CH:30][CH:29]=[CH:28][CH:27]=1>C(Cl)Cl.CN(C=O)C>[Br:1][C:2]1[CH:3]=[CH:4][C:5]([Cl:11])=[C:6]([C:7]([C:29]2[CH:30]=[CH:31][C:26]([CH2:25][CH2:24][CH2:23][Br:22])=[CH:27][CH:28]=2)=[O:9])[CH:10]=1 |f:2.3.4.5|. Procedure: To a stirred suspension of 5-bromo-2-chlorobenzoic acid (2.31 g, 9.80 mmol) and oxalyl chloride (1.41 g, 11.11 mmol) in CH2Cl2 (30 mL) was added 0.05 mL of DMF. Once the vigorous evolution of gas ceased, the reaction was stirred overnight and then the volatiles were removed under reduced pressure. The resulting crude 5-bromo-2-chlorobenzoyl chloride was dissolved in dichloromethane (30 mL), and the solution was cooled to 0˜5° C. Then AlCl3 (1.31 g, 9.8 mmol) was added in portions, the mixture wa... The reactants are COC1=CC=NC2=C(C=CC=C12)N (4-methoxy-quinolin-8-ylamine), COC1=CC=NC2=C(C=CC=C12)N (4-methoxy-quinolin-8-ylamine), C1(=CC=CC=C1)S(=O)(=O)Cl (benzenesulfonyl chloride). The product is COC1=CC=NC2=C(C=CC=C12)NS(=O)(=O)C1=CC=CC=C1 (N-(4-Methoxy-quinolin-8-yl)-benzenesulfonamide). Yield: 17.1%. RXN SMILES: [CH3:1][O:2][C:3]1[C:12]2[C:7](=[C:8]([NH2:13])[CH:9]=[CH:10][CH:11]=2)[N:6]=[CH:5][CH:4]=1.[C:14]1([S:20](Cl)(=[O:22])=[O:21])[CH:19]=[CH:18][CH:17]=[CH:16][CH:15]=1>>[CH3:1][O:2][C:3]1[C:12]2[C:7](=[C:8]([NH:13][S:20]([C:14]3[CH:19]=[CH:18][CH:17]=[CH:16][CH:15]=3)(=[O:22])=[O:21])[CH:9]=[CH:10][CH:11]=2)[N:6]=[CH:5][CH:4]=1. Procedure details: In a similar fashion using route 14 general procedure 26, 4-methoxy-quinolin-8-ylamine (Intermediate 71) (71 mg, 0.41 mmol), benzenesulfonyl chloride (79 mg, 0.44 mmol) gave the title compound (22 mg, 17%) after purification by column chromatography with DCM as the eluent.